This data is from the Open Reaction Database (ORD), a public repository of structured organic reaction records. The task is: describe an organic reaction: reactants, conditions, products, and yield Reactants: CC(=O)O (AcOH), [OH-].[K+] (KOH), ClC1=CC(=C(C=C1C1=CC=C(C=C1)C1=CC=CC=C1)N)N (6-Chloro-[1,1′;4′,1″]terphenyl-3,4-diamine), C(=S)=S (carbon disulfide), [OH-].[K+] (KOH). Solvent: CCO (EtOH), O (water), O (water). Reaction conditions: temperature 110 celsius. Yields the product C1(=CC=C(C=C1)C1=CC2=C(NC(N2)=S)C=C1Cl)C1=CC=CC=C1 (5-Biphenyl-4-yl-6-chloro-1,3-dihydro-benzoimidazole-2-thione). RXN SMILES: [OH-].[K+].[Cl:3][C:4]1[C:9]([C:10]2[CH:15]=[CH:14][C:13]([C:16]3[CH:21]=[CH:20][CH:19]=[CH:18][CH:17]=3)=[CH:12][CH:11]=2)=[CH:8][C:7]([NH2:22])=[C:6]([NH2:23])[CH:5]=1.[C:24](=S)=[S:25].CC(O)=O>CCO.O>[C:13]1([C:16]2[CH:21]=[CH:20][CH:19]=[CH:18][CH:17]=2)[CH:12]=[CH:11][C:10]([C:9]2[C:4]([Cl:3])=[CH:5][C:6]3[NH:23][C:24](=[S:25])[NH:22][C:7]=3[CH:8]=2)=[CH:15][CH:14]=1 |f:0.1|. Procedure details: A 2 mL Biotage™ microwave was charged with solid KOH (18.0 mg, 0.326 mmol), water (0.2 mL), a solution of compound 2-2 (64.0 mg, 0.217 mmol) in EtOH (1.2 mL) and carbon disulfide (65 uL, 1.1 mmol). The vial was capped and stirred at rt until KOH dissolved then heated in a microwave synthesizer (Biotage Initiator™) at 110° C. for 10 min. Contents of the vial were transferred to a 20 mL scintillation vial, diluted with water (6 mL) and acidified by a dropwise addition of 10% aqueous AcOH. The resu...